This data is from the Open Reaction Database (ORD), a public repository of structured organic reaction records. The task is: describe an organic reaction: reactants, conditions, products, and yield Starting materials: C(CCC)C=1NC(=C(N1)I)CO (2-butyl-5-hydroxymethyl-4-iodoimidazole). The reagents and catalysts are [O-2].[O-2].[Mn+4] (manganese dioxide). Run in C(Cl)Cl (methylene chloride). Product: C(CCC)C=1NC(=C(N1)I)C=O (2-butyl-4-iodoimidazol-5-carboxaldehyde). The yield is 84.2%. RXN SMILES: [CH2:1]([C:5]1[NH:6][C:7]([CH2:11][OH:12])=[C:8]([I:10])[N:9]=1)[CH2:2][CH2:3][CH3:4]>C(Cl)Cl.[O-2].[O-2].[Mn+4]>[CH2:1]([C:5]1[NH:6][C:7]([CH:11]=[O:12])=[C:8]([I:10])[N:9]=1)[CH2:2][CH2:3][CH3:4] |f:2.3.4|. Procedure: A stirred mixture of 174.1 g (0.62 mol) of 2-butyl-5-hydroxymethyl-4-iodoimidazole and 360 g (4.14 mol) of manganese dioxide in 3 liters of methylene chloride was refluxed for 24 hours using a trap to remove water. The hot reaction mixture was filtered through Celite® which was then washed with 4.5 liters of boiling methylene chloride. The combined filtrates were concentrated to dryness, the residue was dissolved twice in 150 mL of methanol and the solution was concentrated to dryness. The resid... The reactants are S(O)(O)(=O)=O (sulfuric acid), C(=O)(OCC)C=1N(C2=CC=C(C=C2C1)Cl)S(=O)(=O)C1=CC=CC=C1 (2-carboethoxy-5-chloro-1-phenylsulfonylindole). Solvent: C(C)(=O)OC(C)=O (acetic anhydride), ClCCl (dichloromethane). Yields the product C(=O)(OCC)C=1N(C2=CC=C(C=C2C1S(=O)(=O)O)Cl)S(=O)(=O)C1=CC=CC=C1 (2-Carboethoxy-5-chloro-1-phenylsulfonylindole-3sulfonic acid). RXN SMILES: [S:1](=[O:5])(=O)([OH:3])[OH:2].[C:6]([C:11]1[N:12]([S:21]([C:24]2[CH:29]=[CH:28][CH:27]=[CH:26][CH:25]=2)(=[O:23])=[O:22])[C:13]2[C:18]([CH:19]=1)=[CH:17][C:16]([Cl:20])=[CH:15][CH:14]=2)([O:8][CH2:9][CH3:10])=[O:7]>C(OC(=O)C)(=O)C.ClCCl>[C:6]([C:11]1[N:12]([S:21]([C:24]2[CH:29]=[CH:28][CH:27]=[CH:26][CH:25]=2)(=[O:22])=[O:23])[C:13]2[C:18]([C:19]=1[S:1]([OH:3])(=[O:5])=[O:2])=[CH:17][C:16]([Cl:20])=[CH:15][CH:14]=2)([O:8][CH2:9][CH3:10])=[O:7]. Procedure: Concentrated sulfuric acid (2.50 ml, 90 mmol) was added dropwise over 5 min at 0° C. to a stirred solution of 2-carboethoxy-5-chloro-1-phenylsulfonylindole (7.28 g, 20.0 mmol) in acetic anhydride (10 ml) and dry dichloromethane (50 ml). The resulting tan solution was warmed to RT (room temperature) and after 3 hours was poured onto ice and the mixture was extracted with ethyl acetate. The ethyl acetate layer was washed with brine, dried (Na2SO4) and evaporated in vacuo to a syrup. Residual aceti... The reactants are C(CC)N1C(=O)N(C=2N=C(NC2C1=O)C1=CC=C(C=C1)[N+](=O)[O-])CCC (1,3-Dipropyl-8-(4-nitrophenyl)xanthine), C(CC)N1C(=O)N(C(=O)C(=C1N)N)CCC (1,3-dipropyl-5,6-diaminouracil), [N+](=O)([O-])C1=CC=C(C=O)C=C1 (4-nitrobenzaldehyde), C(C)(=O)O (acetic acid). Solvent: C(C)O (ethanol). Yields the product C(CC)N1C(=O)N(C(=O)C(C1=NC1=CC=C(C=C1)[N+](=O)[O-])N)CCC (1,3-dipropyl-5-amino-6-(4-nitrophenyl)iminouracil). RXN SMILES: [CH2:1]([N:4]1[C:13](=[O:14])[C:12]2[NH:11][C:10]([C:15]3[CH:20]=[CH:19][C:18]([N+]([O-])=O)=[CH:17]C=3)=[N:9][C:8]=2[N:7]([CH2:24][CH2:25][CH3:26])[C:5]1=[O:6])[CH2:2][CH3:3].C(N1C(N)=C(N)C(=O)N(CCC)C1=O)CC.[N+:43](C1C=CC(C=O)=CC=1)([O-:45])=[O:44].C(O)(=O)C>C(O)C>[CH2:24]([N:7]1[C:8](=[N:9][C:10]2[CH:15]=[CH:20][C:19]([N+:43]([O-:45])=[O:44])=[CH:18][CH:17]=2)[CH:12]([NH2:11])[C:13](=[O:14])[N:4]([CH2:1][CH2:2][CH3:3])[C:5]1=[O:6])[CH2:25][CH3:26]. Reported procedure: 1,3-Dipropyl-8-(4-nitrophenyl)xanthine, was prepared by treatment of 1,3-dipropyl-5,6-diaminouracil (1.01 g, 4.5 mmol) with 4-nitrobenzaldehyde (0.85 g, 5.6 mmol) in absolute ethanol (50 ml) in the presence of acetic acid (0.6 ml) and heated at reflux for 1 hour to yield 1,3-dipropyl-5-amino-6-(4-nitrophenyl)iminouracil. Treatment of 1,3-dipropyl-5-amino-6-(4-nitrophenyl)iminouracil (1.2 g, 3.3 mmol) with diethyl azodicarboxylate (7 ml) at 90° C. in toluene (40 ml) gave after dilution with ethan... The reactants are C(CCC)N(C1CC(N(C(C1)(C)C)O)(C)C)C1=NC(=NC(=N1)N(CCCC)C1CC(N(C(C1)(C)C)O)(C)C)Cl (2,4-bis[N-butyl-N-(1-oxyl-2,2,6,6-tetramethylpiperidin-4-yl)amino]-6-chloro-s-triazine), N1=CC=CC=C1 (pyridine), N(=O)OC(C)(C)C (tert-butyl nitrite), NC1=CC=CC=C1 (aniline). The product is C(CCC)N(C1CC(N(C(C1)(C)C)OC1=CC=CC=C1)(C)C)C1=NC(=NC(=N1)N(CCCC)C1CC(N(C(C1)(C)C)OC1=CC=CC=C1)(C)C)Cl (2,4-Bis[N-butyl-N-(1-phenoxy-2,2,6,6-tetramethylpiperidin-4-yl)amino]-6-chloro-s-triazine). Isolated yield 60.5%. Reaction SMILES: [CH2:1]([N:5]([C:17]1[N:22]=[C:21]([N:23]([CH:28]2[CH2:33][C:32]([CH3:35])([CH3:34])[N:31]([OH:36])[C:30]([CH3:38])([CH3:37])[CH2:29]2)[CH2:24][CH2:25][CH2:26][CH3:27])[N:20]=[C:19]([Cl:39])[N:18]=1)[CH:6]1[CH2:11][C:10]([CH3:13])([CH3:12])[N:9]([OH:14])[C:8]([CH3:16])([CH3:15])[CH2:7]1)[CH2:2][CH2:3][CH3:4].N(O[C:43]([CH3:46])([CH3:45])C)=O.N[C:48]1[CH:53]=[CH:52][CH:51]=[CH:50][CH:49]=1.N1C=C[CH:57]=[CH:56][CH:55]=1>>[CH2:1]([N:5]([C:17]1[N:22]=[C:21]([N:23]([CH:28]2[CH2:33][C:32]([CH3:35])([CH3:34])[N:31]([O:36][C:45]3[CH:43]=[CH:46][CH:57]=[CH:56][CH:55]=3)[C:30]([CH3:37])([CH3:38])[CH2:29]2)[CH2:24][CH2:25][CH2:26][CH3:27])[N:20]=[C:19]([Cl:39])[N:18]=1)[CH:6]1[CH2:11][C:10]([CH3:12])([CH3:13])[N:9]([O:14][C:48]2[CH:53]=[CH:52][CH:51]=[CH:50][CH:49]=2)[C:8]([CH3:15])([CH3:16])[CH2:7]1)[CH2:2][CH2:3][CH3:4]. Procedure details: The procedure of Example 1 is repeated using 3.89 g (6.90 mmol) of 2,4-bis[N-butyl-N-(1-oxyl-2,2,6,6-tetramethylpiperidin-4-yl)amino]-6-chloro-s-triazine, 3.29 g (32 mmol) of tert-butyl nitrite, 4.2 mg (0.0069 mmol) of (S,S)-(+)-N,N-bis(3,5-di-tert-butylsalicylidene)-1,2-cyclohexanediaminocobalt(II), 120 mL of pyridine and 2.56 g (27.6 mmol) of aniline at 70° C. The crude product obtained is purified by vacuum flash chromatography (heptane) to give 3.0 g of the title compound as an off-white sol... Reactants: CO, [Cl-], ClCCCl, [NH4+], CN(C)CC(F)C(Oc1cccc2sccc12)c1cccc(F)c1. The product is Cl, CNCC(F)C(Oc1cccc2sccc12)c1cccc(F)c1. RXN SMILES: [CH3:25][OH:26].[Cl-:27].[Cl:29][CH2:30][CH2:31][Cl:32].[NH4+:28].[s:1]1[c:2]2[c:3]([cH:4][cH:5]1)[c:6]([O:10][CH:11]([CH:12]([CH2:13][N:14]([CH3:15])[CH3:16])[F:17])[c:18]1[cH:19][c:20]([F:24])[cH:21][cH:22][cH:23]1)[cH:7][cH:8][cH:9]2>>[ClH:27].[s:1]1[c:2]2[c:3]([cH:4][cH:5]1)[c:6]([O:10][CH:11]([CH:12]([CH2:13][NH:14][CH3:15])[F:17])[c:18]1[cH:19][c:20]([F:24])[cH:21][cH:22][cH:23]1)[cH:7][cH:8][cH:9]2. Starting materials: [OH-].[Na+] (sodium hydroxide), C(C)OC(CNC(C1=CC=C(C=C1)[C@H]1C[C@H](CC1)N[C@H](C)C1=CC=CC2=CC=CC=C12)=O)=O (N-{4-[(1R,3S)-3-{[(1R)-1-(Naphthalen-1-yl)ethyl]amino}cyclopentyl]benzoyl}glycine ethyl ester), Cl (hydrochloric acid). The solvent is C(C)O (ethanol). Run at time 4 hour. Product: Cl.C1(=CC=CC2=CC=CC=C12)[C@@H](C)N[C@@H]1C[C@@H](CC1)C1=CC=C(C(=O)NCC(=O)O)C=C1 (N-{4-[(1R,3S)-3-{[(1R)-1-(Naphthalen-1-yl)ethyl]amino}cyclopentyl]benzoyl}glycine hydrochloride). Isolated yield 37.0%. RXN SMILES: C([O:3][C:4](=[O:33])[CH2:5][NH:6][C:7](=[O:32])[C:8]1[CH:13]=[CH:12][C:11]([C@@H:14]2[CH2:18][CH2:17][C@H:16]([NH:19][C@@H:20]([C:22]3[C:31]4[C:26](=[CH:27][CH:28]=[CH:29][CH:30]=4)[CH:25]=[CH:24][CH:23]=3)[CH3:21])[CH2:15]2)=[CH:10][CH:9]=1)C.[OH-].[Na+].[ClH:36]>C(O)C>[ClH:36].[C:22]1([C@H:20]([NH:19][C@H:16]2[CH2:17][CH2:18][C@@H:14]([C:11]3[CH:10]=[CH:9][C:8]([C:7]([NH:6][CH2:5][C:4]([OH:33])=[O:3])=[O:32])=[CH:13][CH:12]=3)[CH2:15]2)[CH3:21])[C:31]2[C:26](=[CH:27][CH:28]=[CH:29][CH:30]=2)[CH:25]=[CH:24][CH:23]=1 |f:1.2,5.6|. Reported procedure: N-{4-[(1R,3S)-3-{[(1R)-1-(Naphthalen-1-yl)ethyl]amino}cyclopentyl]benzoyl}glycine ethyl ester (139 mg, 0.31 mmol) was dissolved in ethanol (2 mL), followed by addition of 1N aqueous sodium hydroxide (2 mL), and the mixture was stirred for 4 hours at room temperature. 1N hydrochloric acid was added dropwise to the reaction mixture to make the reaction solution acidic, and the solvent was distilled off under reduced pressure. Diisopropyl ether and water were added to the reaction mixture, followed...